This data is from the Open Reaction Database (ORD), a public repository of structured organic reaction records. The task is: describe an organic reaction: reactants, conditions, products, and yield Product: COC(=O)C(Cc1ccc(I)c(Cl)c1)NC(=O)OC(C)(C)C. Reactants: CCOC(C)=O, Cl, [I-], [K+], O=N[O-], COC(=O)C(Cc1ccc(N)c(Cl)c1)NC(=O)OC(C)(C)C, [Na+], O. Reaction SMILES: [CH3:31][CH2:32][O:33][C:34](=[O:35])[CH3:36].[ClH:29].[I-:28].[K+:27].[N:23]([O-:24])=[O:25].[NH2:1][c:2]1[c:3]([Cl:22])[cH:4][c:5]([CH2:8][CH:9]([C:10](=[O:11])[O:12][CH3:13])[NH:14][C:15](=[O:16])[O:17][C:18]([CH3:19])([CH3:20])[CH3:21])[cH:6][cH:7]1.[Na+:26].[OH2:30]>>[c:2]1([I:28])[c:3]([Cl:22])[cH:4][c:5]([CH2:8][CH:9]([C:10](=[O:11])[O:12][CH3:13])[NH:14][C:15](=[O:16])[O:17][C:18]([CH3:19])([CH3:20])[CH3:21])[cH:6][cH:7]1. The reactants are SC(C)C1=CC=CC=C1 (1-mercapto-1-phenylethane), C(CCC)(=O)Cl (butyryl chloride). Run at time 6 hour. The product is C1(=CC=CC=C1)C(C)SC(CCC)=O (Thiobutyric acid S-(1-phenyl-ethyl)ester). Isolated yield 98.0%. As a reaction SMILES: [SH:1][CH:2]([C:4]1[CH:9]=[CH:8][CH:7]=[CH:6][CH:5]=1)[CH3:3].[C:10](Cl)(=[O:14])[CH2:11][CH2:12][CH3:13]>>[C:4]1([CH:2]([S:1][C:10](=[O:14])[CH2:11][CH2:12][CH3:13])[CH3:3])[CH:9]=[CH:8][CH:7]=[CH:6][CH:5]=1. Reported procedure: At room temperature, 13.8 g of 1-mercapto-1-phenylethane is dissolved in 50 mL of butyryl chloride. The mixture is stirred at room temperature for 6 hours. It is then cooled down to 0° C. and the reaction is quenched by careful addition of 100 ml of dry methanol in small portions. The mixture is then washed with bicarbonate, dried over magnesium sulfate, filtered and concentrated to give the butyrated compound in 98% yield. Reactants: CN(C)c1ccncc1, ClCCl, CCOC(=O)c1cc2c3c(ccc2[nH]1)OCC(CO)O3, Cc1ccc(S(=O)(=O)Cl)cc1. Product: CCOC(=O)c1cc2c3c(ccc2[nH]1)OCC(COS(=O)(=O)c1ccc(C)cc1)O3. Reaction SMILES: [CH3:35][N:36]([CH3:37])[c:38]1[cH:39][cH:40][n:41][cH:42][cH:43]1.[Cl:32][CH2:33][Cl:34].[OH:12][CH2:13][CH:14]1[CH2:15][O:16][c:17]2[c:18]([c:19]3[cH:20][c:21]([C:26](=[O:27])[O:28][CH2:29][CH3:30])[nH:22][c:23]3[cH:24][cH:25]2)[O:31]1.[c:1]1([CH3:11])[cH:2][cH:3][c:4]([S:7](=[O:8])(=[O:9])[Cl:10])[cH:5][cH:6]1>>[c:1]1([CH3:11])[cH:2][cH:3][c:4]([S:7](=[O:8])(=[O:9])[O:12][CH2:13][CH:14]2[CH2:15][O:16][c:17]3[c:18]([c:19]4[cH:20][c:21]([C:26](=[O:27])[O:28][CH2:29][CH3:30])[nH:22][c:23]4[cH:24][cH:25]3)[O:31]2)[cH:5][cH:6]1. Reactants: CCCCCC (hexane), ice water, S(O)(O)(=O)=O (sulphuric acid), NC1=C(C=C(C=C1[N+](=O)[O-])C(F)(F)F)Cl (4-amino-3-chloro-5-nitro-benzotrifluoride), N(=O)[O-].[Na+] (sodium nitrite). The solvent is C(C)O (ethanol). Run at temperature 75 celsius, time 2.5 hour. Product: ClC=1C=C(C=C(C1)[N+](=O)[O-])C(F)(F)F (5-chloro-3-trifluoromethyl-nitrobenzene). Reaction SMILES: S(=O)(=O)(O)O.N[C:7]1[C:12]([N+:13]([O-:15])=[O:14])=[CH:11][C:10]([C:16]([F:19])([F:18])[F:17])=[CH:9][C:8]=1[Cl:20].N([O-])=O.[Na+].CCCCCC>C(O)C>[Cl:20][C:8]1[CH:9]=[C:10]([C:16]([F:17])([F:18])[F:19])[CH:11]=[C:12]([N+:13]([O-:15])=[O:14])[CH:7]=1 |f:2.3|. Reported procedure: 56.7 ml of 96% sulphuric acid are added dropwise over 30 min to a brown solution of 90 g (374 mmol) of 4-amino-3-chloro-5-nitro-benzotrifluoride (Maybridge; Tintagel/England) in 500 ml of ethanol (exothermic). After heating to 75° C., 64.53 g (935 mmol) of sodium nitrite are added in portions over 1 h (gas evolution). Stirring is effected for 2.5 h at 75° C., followed by cooling to RT. The reaction mixture is poured onto 1.5 l of ice water and extracted 4 times with diethylether. Washing of the ... Starting materials: [N+](=O)([O-])C1=C(C(=O)N2CCOCC2)C=C(C=C1)Cl (N-(2-nitro-5-chlorobenzoyl)morpholine), N(CCO)CCO (diethanolamine). Solvent: CS(=O)C (DMSO). Reaction conditions: temperature 140 celsius. Product: [N+](=O)([O-])C1=C(C(=O)N2CCOCC2)C=C(C=C1)N(CCO)CCO (N-[2-Nitro-5-[N,N-bis(2-hydroxyethyl)amino]benzoyl]morpholine), powder. The yield is 53.5%. As a reaction SMILES: [N+:1]([C:4]1[CH:17]=[CH:16][C:15](Cl)=[CH:14][C:5]=1[C:6]([N:8]1[CH2:13][CH2:12][O:11][CH2:10][CH2:9]1)=[O:7])([O-:3])=[O:2].[NH:19]([CH2:23][CH2:24][OH:25])[CH2:20][CH2:21][OH:22]>CS(C)=O>[N+:1]([C:4]1[CH:17]=[CH:16][C:15]([N:19]([CH2:23][CH2:24][OH:25])[CH2:20][CH2:21][OH:22])=[CH:14][C:5]=1[C:6]([N:8]1[CH2:13][CH2:12][O:11][CH2:10][CH2:9]1)=[O:7])([O-:3])=[O:2]. Reported procedure: Dissolved in 4 ml of DMSO were 1.0 g (3.69 mmol) of N-(2-nitro-5-chlorobenzoyl)morpholine and 1.16 g (11 mmol) of diethanolamine. The resulting mixture was stirred under heat at 140° C. for 3 hours. After the reaction, the reaction mixture was concentrated and the resulting yellow syrup was purified by chromatography on a silica gel column (chloroform/methanol=10/1), whereby 667 mg of the title compound were obtained as yellow powder (yield: 53.5%). Reactants: [BH4-], C1CCOC1, CN1CCOCC1, CCOC(=O)Cl, [Na+], O, O=C(O)C1CCS(=O)(=O)C1. The product is O=S1(=O)CCC(CO)C1. RXN SMILES: [BH4-:24].[CH2:26]1[O:27][CH2:28][CH2:29][CH2:30]1.[CH3:11][N:12]1[CH2:13][CH2:14][O:15][CH2:16][CH2:17]1.[Cl:18][C:19]([O:20][CH2:21][CH3:22])=[O:23].[Na+:25].[OH2:31].[S:1]1(=[O:9])(=[O:10])[CH2:2][CH:3]([C:6](=[O:7])[OH:8])[CH2:4][CH2:5]1>>[S:1]1(=[O:9])(=[O:10])[CH2:2][CH:3]([CH2:6][OH:7])[CH2:4][CH2:5]1. Run at time 8 hour. The solvent is O (water), C(C)(=O)OCC (ethyl acetate), C(Cl)Cl (DCM). Procedure: 1-(1-(4-chlorobenzyl)-1H-benzo[d]imidazole-2-carbonyl)piperidine-4-carboxylic acid (50 mg, 0.126 mmol), EDC (48.2 mg, 0.251 mmol), and 1-hydroxybenzotriazole (34.0 mg, 0.251 mmol) were dissolved in DCM (Volume: 2.0 mL). The reaction was allowed to stir for 10 minutes before the addition of Hunig's Base (0.044 mL, 0.251 mmol) and 2-(pyridin-4-yl)ethanamine (0.030 mL, 0.251 mmol). The reaction was allowed to stir overnight. The reaction was diluted with water and ethyl acetate. The organic layer w... The product is ClC1=CC=C(CN2C(=NC3=C2C=CC=C3)C(=O)N3CCC(CC3)C(=O)NCCC3=CC=NC=C3)C=C1 (1-(1-(4-chlorobenzyl)-1H-benzo[d]imidazole-2-carbonyl)-N-(2-(pyridin-4-yl)ethyl)piperidine-4-carboxamide). The reactants are ClC1=CC=C(CN2C(=NC3=C2C=CC=C3)C(=O)N3CCC(CC3)C(=O)O)C=C1 (1-(1-(4-chlorobenzyl)-1H-benzo[d]imidazole-2-carbonyl)piperidine-4-carboxylic acid), C(CCl)Cl (EDC), ON1N=NC2=C1C=CC=C2 (1-hydroxybenzotriazole), CCN(C(C)C)C(C)C (Hunig's Base), N1=CC=C(C=C1)CCN (2-(pyridin-4-yl)ethanamine). Reaction SMILES: [Cl:1][C:2]1[CH:28]=[CH:27][C:5]([CH2:6][N:7]2[C:11]3[CH:12]=[CH:13][CH:14]=[CH:15][C:10]=3[N:9]=[C:8]2[C:16]([N:18]2[CH2:23][CH2:22][CH:21]([C:24](O)=[O:25])[CH2:20][CH2:19]2)=[O:17])=[CH:4][CH:3]=1.C(Cl)CCl.ON1C2C=CC=CC=2N=N1.CCN(C(C)C)C(C)C.[N:52]1[CH:57]=[CH:56][C:55]([CH2:58][CH2:59][NH2:60])=[CH:54][CH:53]=1>C(Cl)Cl.O.C(OCC)(=O)C>[Cl:1][C:2]1[CH:3]=[CH:4][C:5]([CH2:6][N:7]2[C:11]3[CH:12]=[CH:13][CH:14]=[CH:15][C:10]=3[N:9]=[C:8]2[C:16]([N:18]2[CH2:23][CH2:22][CH:21]([C:24]([NH:60][CH2:59][CH2:58][C:55]3[CH:56]=[CH:57][N:52]=[CH:53][CH:54]=3)=[O:25])[CH2:20][CH2:19]2)=[O:17])=[CH:27][CH:28]=1.